From a dataset of the Open Reaction Database (ORD), a public repository of structured organic reaction records. describe an organic reaction: reactants, conditions, products, and yield The reactants are COc1ccc(N2CC(C)N(C(=O)OC(C)(C)C)C(C)C2)nc1NS(=O)(=O)c1ccc(Br)cc1Cl, Cc1ccc(B(O)O)s1, COCCOC, CCOC(C)=O, [Na+], [Na+], O=C([O-])[O-], O. Yields the product COc1ccc(N2CC(C)N(C(=O)OC(C)(C)C)C(C)C2)nc1NS(=O)(=O)c1ccc(-c2ccc(C)s2)cc1Cl. RXN SMILES: [Br:1][c:2]1[cH:3][c:4]([Cl:35])[c:5]([S:8](=[O:9])(=[O:10])[NH:11][c:12]2[c:13]([O:33][CH3:34])[cH:14][cH:15][c:16]([N:18]3[CH2:19][CH:20]([CH3:32])[N:21]([C:25](=[O:26])[O:27][C:28]([CH3:29])([CH3:30])[CH3:31])[CH:22]([CH3:24])[CH2:23]3)[n:17]2)[cH:6][cH:7]1.[CH3:36][c:37]1[cH:38][cH:39][c:40]([B:42]([OH:43])[OH:44])[s:41]1.[CH3:52][O:53][CH2:54][CH2:55][O:56][CH3:57].[CH3:58][CH2:59][O:60][C:61](=[O:62])[CH3:63].[Na+:45].[Na+:46].[O-:47][C:48](=[O:49])[O-:50].[OH2:51]>>[c:2]1(-[c:40]2[cH:39][cH:38][c:37]([CH3:36])[s:41]2)[cH:3][c:4]([Cl:35])[c:5]([S:8](=[O:9])(=[O:10])[NH:11][c:12]2[c:13]([O:33][CH3:34])[cH:14][cH:15][c:16]([N:18]3[CH2:19][CH:20]([CH3:32])[N:21]([C:25](=[O:26])[O:27][C:28]([CH3:29])([CH3:30])[CH3:31])[CH:22]([CH3:24])[CH2:23]3)[n:17]2)[cH:6][cH:7]1. Reaction conditions: time 8 hour. RXN SMILES: [CH2:1]([O:8][C:9]1[CH:14]=[CH:13][C:12]([C@H:15]2[CH2:20][CH2:19][C@H:18]([NH:21][CH2:22][CH2:23][CH2:24][C:25]3[CH:30]=[CH:29][CH:28]=[CH:27][CH:26]=3)[CH2:17][CH2:16]2)=[CH:11][CH:10]=1)[C:2]1[CH:7]=[CH:6][CH:5]=[CH:4][CH:3]=1.[CH2:31]=O.[BH4-].[Na+]>CO>[CH2:1]([O:8][C:9]1[CH:14]=[CH:13][C:12]([C@H:15]2[CH2:16][CH2:17][C@H:18]([N:21]([CH3:31])[CH2:22][CH2:23][CH2:24][C:25]3[CH:30]=[CH:29][CH:28]=[CH:27][CH:26]=3)[CH2:19][CH2:20]2)=[CH:11][CH:10]=1)[C:2]1[CH:3]=[CH:4][CH:5]=[CH:6][CH:7]=1 |f:2.3|. The reactants are C(C1=CC=CC=C1)OC1=CC=C(C=C1)[C@@H]1CC[C@H](CC1)NCCCC1=CC=CC=C1 (trans-[4-(4-benzyloxy-phenyl)-cyclohexyl]-(3-phenyl-propyl)-amine), C=O (formaldehyde), [BH4-].[Na+] (sodium borohydride). Yields the product C(C1=CC=CC=C1)OC1=CC=C(C=C1)[C@@H]1CC[C@H](CC1)N(CCCC1=CC=CC=C1)C (trans-[4-(4-Benzyloxy-phenyl)-cyclohexyl]-methyl-(3-phenyl-propyl)-amine). Run in CO (MeOH). Procedure: A mixture of trans-[4-(4-benzyloxy-phenyl)-cyclohexyl]-(3-phenyl-propyl)-amine (0.4 g, 1.0 mmol), 36.5% aq. formaldehyde (0.12 ml) and MeOH (7 ml) was stirred overnight at RT. Excess sodium borohydride was then added, and stirring was continued for 2 h. Evaporation of the solvent, addition of H2O, extraction with CH2Cl2, drying of the organic layer with Na2SO4, evaporation of the solvent and purification of the residue by chromatography over SiO2 (Merck 230-400 mesh) eluting with CH2Cl2—MeOH—25%...